From a dataset of the Open Reaction Database (ORD), a public repository of structured organic reaction records. describe an organic reaction: reactants, conditions, products, and yield The reactants are COC(=O)C(N)Cc1ccc(-c2ccc(C#N)cc2)cc1, CCC(c1ccccc1)N1Cc2cc3c(cc2CC1C(=O)O)OCC(c1ccc(OCc2ccc(Cl)c(Cl)c2)cc1)O3. The product is CCC(c1ccccc1)N1Cc2cc3c(cc2CC1C(=O)NC(Cc1ccc(-c2ccc(C#N)cc2)cc1)C(=O)OC)OCC(c1ccc(OCc2ccc(Cl)c(Cl)c2)cc1)O3. Reaction SMILES: [CH3:43][O:44][C:45]([CH:46]([CH2:47][c:48]1[cH:49][cH:50][c:51](-[c:54]2[cH:55][cH:56][c:57]([C:60]#[N:61])[cH:58][cH:59]2)[cH:52][cH:53]1)[NH2:62])=[O:63].[Cl:1][c:2]1[cH:3][c:4]([CH2:5][O:6][c:7]2[cH:8][cH:9][c:10]([CH:13]3[O:14][c:15]4[c:16]([cH:17][c:18]5[c:23]([cH:24]4)[CH2:22][N:21]([CH:25]([CH2:26][CH3:27])[c:28]4[cH:29][cH:30][cH:31][cH:32][cH:33]4)[CH:20]([C:34](=[O:35])[OH:36])[CH2:19]5)[O:37][CH2:38]3)[cH:11][cH:12]2)[cH:39][cH:40][c:41]1[Cl:42]>>[Cl:1][c:2]1[cH:3][c:4]([CH2:5][O:6][c:7]2[cH:8][cH:9][c:10]([CH:13]3[O:14][c:15]4[c:16]([cH:17][c:18]5[c:23]([cH:24]4)[CH2:22][N:21]([CH:25]([CH2:26][CH3:27])[c:28]4[cH:29][cH:30][cH:31][cH:32][cH:33]4)[CH:20]([C:34](=[O:35])[NH:62][CH:46]([C:45]([O:44][CH3:43])=[O:63])[CH2:47][c:48]4[cH:49][cH:50][c:51](-[c:54]6[cH:55][cH:56][c:57]([C:60]#[N:61])[cH:58][cH:59]6)[cH:52][cH:53]4)[CH2:19]5)[O:37][CH2:38]3)[cH:11][cH:12]2)[cH:39][cH:40][c:41]1[Cl:42].